From a dataset of the Open Reaction Database (ORD), a public repository of structured organic reaction records. describe an organic reaction: reactants, conditions, products, and yield Reactants: CN(C1=CC=C(C=C1)C1OC(C2=CC=CC=C12)=O)C (3-(4-dimethylaminophenyl)-1,3-dihydro-isobenzofuran-1-one), C(C)N(C(C1=C(C=CC=C1)C(C1=CC=C(C=C1)N(C)C)O)=O)CC (N,N-diethyl-2-[1-hydroxy-1-(4-dimethylaminophenyl)-methyl]benzamide), C(C)N(CCN)CC (N,N-diethylethylenediamine). The reagents and catalysts are [Cl-].[Zn+2].[Cl-] (zinc chloride). Yields the product C(C)N(CCN1C(C2=CC=CC=C2C1C1=CC=C(C=C1)N(C)C)=O)CC (2-(2-diethylaminoethyl)-3-(4-dimethylaminophenyl)isoindolin-1-one). RXN SMILES: [CH3:1][N:2]([CH3:19])[C:3]1[CH:8]=[CH:7][C:6]([CH:9]2[C:17]3[C:12](=[CH:13][CH:14]=[CH:15][CH:16]=3)[C:11](=[O:18])O2)=[CH:5][CH:4]=1.C(N(CC)C(=O)C1C=CC=CC=1C(O)C1C=CC(N(C)C)=CC=1)C.[CH2:44]([N:46]([CH2:50][CH3:51])[CH2:47][CH2:48][NH2:49])[CH3:45]>[Cl-].[Zn+2].[Cl-]>[CH2:44]([N:46]([CH2:50][CH3:51])[CH2:47][CH2:48][N:49]1[CH:9]([C:6]2[CH:5]=[CH:4][C:3]([N:2]([CH3:1])[CH3:19])=[CH:8][CH:7]=2)[C:17]2[C:12](=[CH:13][CH:14]=[CH:15][CH:16]=2)[C:11]1=[O:18])[CH3:45] |f:3.4.5|. Procedure: To a solution of 0.32 g of Compound A and 1.41 g of Compound B in 10 ml of N,N-diethylethylenediamine was added 0.15 g of anhydrous zinc chloride. After heating at reflux for 2.5 hours in a nitrogen gas atmosphere, the mixture was concentrated under reduced pressure. To the residue were added 15 ml of methylene chloride and 50 ml of water, and pH of the mixture was adjusted to 1 with 4N-hydrochloric acid. After shaking, the organic layer was discarded and 30 ml of methylene chloride was added to... Reactants: alcohol, COC(C1=CN=CC=C1)=O (nicotinic acid methyl ester), COC(CC1=CC=CC=C1)=O (phenylacetic acid methyl ester), Cl (hydrochloric acid), C[O-].[Na+] (sodium methylate). Solvent: O (water), C(Cl)(Cl)Cl (chloroform). Run at temperature 50 celsius, time 3 hour. The product is C(C1=CC=CC=C1)C(=O)C=1C=NC=CC1 (benzyl-(3-pyridyl)-ketone). RXN SMILES: CO[C:3](=[O:10])[C:4]1[CH:9]=[CH:8][CH:7]=[N:6][CH:5]=1.COC(=O)[CH2:14][C:15]1[CH:20]=[CH:19][CH:18]=[CH:17][CH:16]=1.C[O-].[Na+].Cl>C(Cl)(Cl)Cl.O>[CH2:14]([C:3]([C:4]1[CH:5]=[N:6][CH:7]=[CH:8][CH:9]=1)=[O:10])[C:15]1[CH:20]=[CH:19][CH:18]=[CH:17][CH:16]=1 |f:2.3|. Reported procedure: The mixture of 27.4 g (0.2 mol) of nicotinic acid methyl ester and 30 g (0.2 mol) of phenylacetic acid methyl ester is treated in small amounts under nitrogen with 16.2 g (0.3 mol) of sodium methylate at 20°-25°C. The reaction mixture is stirred for 20 hours at 60°-70°C, in the process of which the alcohol which is formed is blown off. Then 60 ml of concentrated hydrochloric acid is added dropwise to the solid substance and the mixture is boiled for 3 hours under reflux. The still hot yellow sol... Starting materials: CCOC(=O)C(Cc1ccc(O)cc1)OCC, OCC=C(c1ccccc1)c1ccc(F)cc1, CCOC(=O)N=NC(=O)OCC, c1ccc(P(c2ccccc2)c2ccccc2)cc1. The product is CCOC(=O)C(Cc1ccc(OCC=C(c2ccccc2)c2ccc(F)cc2)cc1)OCC. As a reaction SMILES: [CH2:37]([CH3:38])[O:39][C:40]([CH:41]([CH2:42][c:43]1[cH:44][cH:45][c:46]([OH:49])[cH:47][cH:48]1)[O:50][CH2:51][CH3:52])=[O:53].[F:1][c:2]1[cH:3][cH:4][c:5]([C:8](=[CH:9][CH2:10][OH:11])[c:12]2[cH:13][cH:14][cH:15][cH:16][cH:17]2)[cH:6][cH:7]1.[O:54]=[C:55]([O:56][CH2:57][CH3:58])[N:59]=[N:60][C:61]([O:62][CH2:63][CH3:64])=[O:65].[c:18]1([P:19]([c:20]2[cH:21][cH:22][cH:23][cH:24][cH:25]2)[c:26]2[cH:27][cH:28][cH:29][cH:30][cH:31]2)[cH:32][cH:33][cH:34][cH:35][cH:36]1>>[F:1][c:2]1[cH:3][cH:4][c:5]([C:8](=[CH:9][CH2:10][O:11][c:46]2[cH:45][cH:44][c:43]([CH2:42][CH:41]([C:40]([O:39][CH2:37][CH3:38])=[O:53])[O:50][CH2:51][CH3:52])[cH:48][cH:47]2)[c:12]2[cH:13][cH:14][cH:15][cH:16][cH:17]2)[cH:6][cH:7]1.